Dataset: the Open Reaction Database (ORD), a public repository of structured organic reaction records. Task: describe an organic reaction: reactants, conditions, products, and yield The reactants are CS(=O)(=O)Cl, CN(C)c1ccncc1, CO, ClCCl, Cn1cc(C(=O)NCc2ccc(Cl)cc2)c(=O)c2cc(CO)ccc21, c1ccc2c(c1)NCCO2, CN(C)C=O, O, Cc1cc(C)nc(C)c1. Product: Cn1cc(C(=O)NCc2ccc(Cl)cc2)c(=O)c2cc(CN3CCOc4ccccc43)ccc21. RXN SMILES: [CH3:1][S:2](=[O:3])(=[O:4])[Cl:5].[CH3:50][N:51]([c:52]1[cH:53][cH:54][n:55][cH:56][cH:57]1)[CH3:58].[CH3:67][OH:68].[Cl:64][CH2:65][Cl:66].[Cl:6][c:7]1[cH:8][cH:9][c:10]([CH2:11][NH:12][C:13](=[O:14])[c:15]2[cH:16][n:17]([CH3:28])[c:18]3[cH:19][cH:20][c:21]([CH2:26][OH:27])[cH:22][c:23]3[c:24]2=[O:25])[cH:29][cH:30]1.[O:40]1[CH2:41][CH2:42][NH:43][c:44]2[c:45]1[cH:46][cH:47][cH:48][cH:49]2.[O:59]=[CH:60][N:61]([CH3:62])[CH3:63].[OH2:69].[n:31]1[c:32]([CH3:33])[cH:34][c:35]([CH3:36])[cH:37][c:38]1[CH3:39]>>[Cl:6][c:7]1[cH:8][cH:9][c:10]([CH2:11][NH:12][C:13](=[O:14])[c:15]2[cH:16][n:17]([CH3:28])[c:18]3[cH:19][cH:20][c:21]([CH2:26][N:43]4[CH2:42][CH2:41][O:40][c:45]5[c:44]4[cH:49][cH:48][cH:47][cH:46]5)[cH:22][c:23]3[c:24]2=[O:25])[cH:29][cH:30]1.